From a dataset of the Open Reaction Database (ORD), a public repository of structured organic reaction records. describe an organic reaction: reactants, conditions, products, and yield Reactants: [Na] (sodium), CC(C(=O)OCC)C(=O)OCC (diethyl methylmalonate), [N+](=O)([O-])C=1C=C(CCl)C=CC1 (3-nitrobenzyl chloride), [Cl-].[NH4+] (ammonium chloride). Run in C(C)O (ethanol). Product: CC(C(=O)OCC)(C(=O)OCC)CC1=CC(=CC=C1)[N+](=O)[O-] (Diethyl Methyl-(3-nitrobenzyl)malonate). RXN SMILES: [Na].[CH3:2][CH:3]([C:9]([O:11][CH2:12][CH3:13])=[O:10])[C:4]([O:6][CH2:7][CH3:8])=[O:5].[N+:14]([C:17]1[CH:18]=[C:19]([CH:22]=[CH:23][CH:24]=1)[CH2:20]Cl)([O-:16])=[O:15].[Cl-].[NH4+]>C(O)C>[CH3:2][C:3]([CH2:20][C:19]1[CH:22]=[CH:23][CH:24]=[C:17]([N+:14]([O-:16])=[O:15])[CH:18]=1)([C:4]([O:6][CH2:7][CH3:8])=[O:5])[C:9]([O:11][CH2:12][CH3:13])=[O:10] |f:3.4,^1:0|. Procedure details: In ethanol (45 ml) was dissolved sodium (0.7 g), and diethyl methylmalonate (5.26 ml) and 3-nitrobenzyl chloride (5 g) were added thereto, followed by heating under reflux for 2 hours. The reaction mixture was ice-cooled, an aqueous saturated ammonium chloride was added thereto, followed by extracting with ethyl acetate. The extract was washed with brine, dried over anhydrous magnesium sulfate and the solvent was evaporated, to give the title compound (9.724 g) as a pale yellow oil. The reactants are C(C(C)C)OC1=CC=C2C(CC(OC2=C1O)(C)C)=O (7-isobutoxy-8-hydroxy-2,2,-dimethyl-4-chromanone), S(=O)(=O)(OC)OC (dimethyl sulfate). Solvent: ice, [OH-].[Na+] (sodium hydroxide). Run at temperature 50 celsius, time 3 hour. Yields the product C(C(C)C)OC1=CC=C2C(CC(OC2=C1OC)(C)C)=O (7-isobutoxy-8-methoxy-2,2-dimethyl-4-chromanone). Yield: 93.0%. RXN SMILES: [CH2:1]([O:5][C:6]1[C:15]([OH:16])=[C:14]2[C:9]([C:10](=[O:19])[CH2:11][C:12]([CH3:18])([CH3:17])[O:13]2)=[CH:8][CH:7]=1)[CH:2]([CH3:4])[CH3:3].S(OC)(O[CH3:24])(=O)=O>[OH-].[Na+]>[CH2:1]([O:5][C:6]1[C:15]([O:16][CH3:24])=[C:14]2[C:9]([C:10](=[O:19])[CH2:11][C:12]([CH3:17])([CH3:18])[O:13]2)=[CH:8][CH:7]=1)[CH:2]([CH3:4])[CH3:3] |f:2.3|. Reported procedure: In 50 ml of a 10% sodium hydroxide solution under nitrogen 5.2 g (20 millimoles) of 7-isobutoxy-8-hydroxy-2,2,-dimethyl-4-chromanone are dissolved, whereupon 2.6 g (2 ml, 21 millimoles) of dimethyl sulfate are added and the reaction mixture is intensively stirred for 3 hours at 50° C. The mixture is diluted with 100 ml of ice cold water, extracted three times with 50 ml of chloroform each, the organic phase is washed twice with 40 ml of water dried over sodium sulfate and the solvent is evaporat... Reactants: CO, Cn1cccc1-c1ccc(C(=O)OC(C)(C)C)c(NC(=O)c2cncc(-c3ccccc3)c2)c1, [Na+], C1COCCO1, [OH-], O=C(O)CC(O)(CC(=O)O)C(=O)O. Yields the product Cn1cccc1-c1ccc(C(=O)O)c(NC(=O)c2cncc(-c3ccccc3)c2)c1. Reaction SMILES: [CH3:1][OH:2].[CH3:5][n:6]1[c:7](-[c:11]2[cH:12][c:13]([NH:24][C:25](=[O:26])[c:27]3[cH:28][n:29][cH:30][c:31](-[c:33]4[cH:34][cH:35][cH:36][cH:37][cH:38]4)[cH:32]3)[c:14]([C:15](=[O:16])[O:17][C:18]([CH3:19])([CH3:20])[CH3:21])[cH:22][cH:23]2)[cH:8][cH:9][cH:10]1.[Na+:4].[O:52]1[CH2:53][CH2:54][O:55][CH2:56][CH2:57]1.[OH-:3].[OH:39][C:40]([CH2:41][C:42]([C:43](=[O:44])[OH:45])([CH2:46][C:47](=[O:48])[OH:49])[OH:50])=[O:51]>>[CH3:5][n:6]1[c:7](-[c:11]2[cH:12][c:13]([NH:24][C:25](=[O:26])[c:27]3[cH:28][n:29][cH:30][c:31](-[c:33]4[cH:34][cH:35][cH:36][cH:37][cH:38]4)[cH:32]3)[c:14]([C:15](=[O:16])[OH:17])[cH:22][cH:23]2)[cH:8][cH:9][cH:10]1.